This data is from the Open Reaction Database (ORD), a public repository of structured organic reaction records. The task is: describe an organic reaction: reactants, conditions, products, and yield Starting materials: [Al+3], CC(=O)Cl, [Cl-], [Cl-], [Cl-], O=[N+]([O-])c1ccccc1, c1ccc2ccccc2c1. Yields the product CC(=O)c1ccc2ccccc2c1. Reaction SMILES: [Al+3:16].[CH3:11][C:12]([Cl:13])=[O:14].[Cl-:15].[Cl-:17].[Cl-:18].[O-:19][N+:20]([c:21]1[cH:22][cH:23][cH:24][cH:25][cH:26]1)=[O:27].[cH:1]1[cH:2][cH:3][c:4]2[cH:5][cH:6][cH:7][cH:8][c:9]2[cH:10]1>>[c:1]1([C:12]([CH3:11])=[O:14])[cH:2][cH:3][c:4]2[cH:5][cH:6][cH:7][cH:8][c:9]2[cH:10]1. Reactants: BrCCNCCBr, Br, Cc1cccc(N)c1Cl, [K+], [OH-], O. Yields the product Cc1cccc(N2CCNCC2)c1Cl. As a reaction SMILES: [Br:11][CH2:12][CH2:13][NH:14][CH2:15][CH2:16][Br:17].[BrH:10].[Cl:1][c:2]1[c:3]([NH2:4])[cH:5][cH:6][cH:7][c:8]1[CH3:9].[K+:19].[OH-:18].[OH2:20]>>[Cl:1][c:2]1[c:3]([N:4]2[CH2:12][CH2:13][NH:14][CH2:15][CH2:16]2)[cH:5][cH:6][cH:7][c:8]1[CH3:9]. The reactants are CC=1C=C(NC2=NN=CC3=CC=CC=C23)C=CC1 (1-(3-methylanilino)phthalazine), O1COCOC1 (1,3,5-trioxane), FC(C(=O)O)(F)F (trifluoroacetic acid), C(C)(C)(C)OO (tBuOOH), FeSO4. The solvent is C(C)#N (acetonitrile), O (H2O). Run at temperature 80 celsius, time 17 hour. Yields the product CC=1C=C(NC2=NN=C(C3=CC=CC=C23)C2OCOCO2)C=CC1 (1-(3-Methylanilino)-4-([1,3,5]trioxan-2-yl)phthalazine). Reaction SMILES: [CH3:1][C:2]1[CH:3]=[C:4]([CH:16]=[CH:17][CH:18]=1)[NH:5][C:6]1[C:15]2[C:10](=[CH:11][CH:12]=[CH:13][CH:14]=2)[CH:9]=[N:8][N:7]=1.[O:19]1[CH2:24][O:23][CH2:22][O:21][CH2:20]1.FC(F)(F)C(O)=O.C(OO)(C)(C)C>C(#N)C.O>[CH3:1][C:2]1[CH:3]=[C:4]([CH:16]=[CH:17][CH:18]=1)[NH:5][C:6]1[C:15]2[C:10](=[CH:11][CH:12]=[CH:13][CH:14]=2)[C:9]([CH:20]2[O:21][CH2:22][O:23][CH2:24][O:19]2)=[N:8][N:7]=1. Reported procedure: To a suspension of 9.6 g (40.8 mmol) 1-(3-methylanilino)phthalazine and 173 g 1,3,5-trioxane in 570 ml acetonitrile, 3.12 ml (40.8 mmol) trifluoroacetic acid, 11.0 ml (80% in tBuOOtBu; 87.4 mmol) tBuOOH and 190 mg (0.68 mmol) FeSO4.7 H2O are added, and the mixture stirred for 17 h at 80° C. The cooled reaction mixture is partly evaporated in the RE, diluted with EtOAc and water and adjusted to an alkaline pH with 1 N NaOH. The aqueous phase is separated off and twice extracted with EtOAc. The or... Reactants: BrC=1C=CC2=C(C(=NCC(N2)=O)C2=C(C=CC=C2)F)C1 (7-bromo-5-(2-fluorophenyl)-1,3-dihydro-2H-1,4-benzodiazepin-2-one), [H-].[Al+3].[Li+].[H-].[H-].[H-] (lithium aluminum hydride). Run in O1CCCC1 (tetrahydrofuran). Conditions: time 8 hour. Product: BrC=1C=CC2=C(C(=NCCN2)C2=C(C=CC=C2)F)C1 (7-bromo-5-(2-fluorophenyl)-2,3-dihydro-1H-1,4-benzodiazepine). Yield: 52.2%. As a reaction SMILES: [Br:1][C:2]1[CH:3]=[CH:4][C:5]2[NH:11][C:10](=O)[CH2:9][N:8]=[C:7]([C:13]3[CH:18]=[CH:17][CH:16]=[CH:15][C:14]=3[F:19])[C:6]=2[CH:20]=1.[H-].[Al+3].[Li+].[H-].[H-].[H-]>O1CCCC1>[Br:1][C:2]1[CH:3]=[CH:4][C:5]2[NH:11][CH2:10][CH2:9][N:8]=[C:7]([C:13]3[CH:18]=[CH:17][CH:16]=[CH:15][C:14]=3[F:19])[C:6]=2[CH:20]=1 |f:1.2.3.4.5.6|. Reported procedure: A round-bottomed flask was charged with 7-bromo-5-(2-fluorophenyl)-1,3-dihydro-2H-1,4-benzodiazepin-2-one (500 mg) and tetrahydrofuran (20 mL). To this mixture was added lithium aluminum hydride (1.8 mL of 1M solution in tetrahydrofuran). The reaction was stirred overnight at room temperature, then quenched with water and 10% sodium hydroxide. The quenched mixture was filtered through Celite and the filter was washed with ethyl acetate. The filtrate was dried over magnesium sulfate, filtered and... The reactants are mixture, C(C=C)C12C3C(C(C=C1)C2)C(=O)OC3=O (allylbicyclo[2.2.1]hept-5-ene-2,3-dicarboxylic anhydride), NC1=CC=C(C=C1)O (4-aminophenol), red solid. Reaction conditions: time 1 hour. The product is OC1=CC=C(C=C1)N1C(=O)C2C3(C=CC(C2C1=O)C3)CC=C (N-(4'-Hydroxyphenyl)-allylbicyclo[2.2.1]hept-5-ene-2,3-dicarboximide). Reaction SMILES: [CH2:1]([C:4]12[CH2:10][CH:7]([CH:8]=[CH:9]1)[CH:6]1[C:11]([O:13][C:14](=[O:15])[CH:5]21)=O)[CH:2]=[CH2:3].[NH2:16][C:17]1[CH:22]=[CH:21][C:20]([OH:23])=[CH:19][CH:18]=1>>[OH:23][C:20]1[CH:21]=[CH:22][C:17]([N:16]2[C:11](=[O:13])[CH:6]3[CH:5]([C:4]4([CH2:1][CH:2]=[CH2:3])[CH2:10][CH:7]3[CH:8]=[CH:9]4)[C:14]2=[O:15])=[CH:18][CH:19]=1. Procedure details: 408 g of a mixture of isomers of allylbicyclo[2.2.1]hept-5-ene-2,3-dicarboxylic anhydride are heated with 238.26 g of 4-aminophenol to 200° C., the pressure is reduced to 2.7 Pa and the mixture is kept for 1 hour under these conditions. This gives 535 g of a red solid resin (87.7% of theory) having a glass transition temperature of 58° C. The reactants are CN(C)C=O, CO[Si](CCCN1C(=O)NC(=O)C1(C)C)(OC)OC, CO[Si](CCCCl)(OC)OC, [H-], [H-], [H][H], [Na+]. Yields the product CO[Si](CCCN1C(=O)N(CCC[Si](OC)(OC)OC)C(C)(C)C1=O)(OC)OC. Reaction SMILES: [CH3:36][N:37]([CH3:38])[CH:39]=[O:40].[CH3:3][C:4]1([CH3:21])[C:5](=[O:20])[NH:6][C:7](=[O:19])[N:8]1[CH2:9][CH2:10][CH2:11][Si:12]([O:13][CH3:14])([O:15][CH3:16])[O:17][CH3:18].[Cl:25][CH2:26][CH2:27][CH2:28][Si:29]([O:30][CH3:31])([O:32][CH3:33])[O:34][CH3:35].[H-:1].[H-:22].[H:23][H:24].[Na+:2]>>[CH3:3][C:4]1([CH3:21])[C:5](=[O:20])[N:6]([CH2:26][CH2:27][CH2:28][Si:29]([O:30][CH3:31])([O:32][CH3:33])[O:34][CH3:35])[C:7](=[O:19])[N:8]1[CH2:9][CH2:10][CH2:11][Si:12]([O:13][CH3:14])([O:15][CH3:16])[O:17][CH3:18]. Starting materials: C(CCCCCCCCC)OC1=CC=C(C=C1)C(C)=O (4'-(decyloxy)acetophenone), [Se](=O)=O (selenium dioxide), O1CCOCC1 (dioxane). Run in O (water). Product: C(CCCCCCCCC)OC1=CC=C(C=C1)C(=O)C=O ([p-(Decyloxy)phenyl]glyoxal). Reaction SMILES: [CH2:1]([O:11][C:12]1[CH:17]=[CH:16][C:15]([C:18](=[O:20])[CH3:19])=[CH:14][CH:13]=1)[CH2:2][CH2:3][CH2:4][CH2:5][CH2:6][CH2:7][CH2:8][CH2:9][CH3:10].[Se](=O)=[O:22].O1CCOCC1>O>[CH2:1]([O:11][C:12]1[CH:17]=[CH:16][C:15]([C:18]([CH:19]=[O:22])=[O:20])=[CH:14][CH:13]=1)[CH2:2][CH2:3][CH2:4][CH2:5][CH2:6][CH2:7][CH2:8][CH2:9][CH3:10]. Reported procedure: A mixture of 11.56 g. of 4'-(decyloxy)acetophenone, 4.6 g. of selenium dioxide, 150 ml. of dioxane and 4 ml. of water was refluxed overnight, filtered through diatomaceous earth, washed with dioxane and the filtrate evaporated to dryness. The residue was triturated with water, dried and crystallized from 150 ml. of hot acetone giving the desired product as an off-white solid, m.p. 81°-83° C.